This data is from the Open Reaction Database (ORD), a public repository of structured organic reaction records. The task is: describe an organic reaction: reactants, conditions, products, and yield Procedure details: A solution of 3,5-dimethyl-2-[4-(4-hydroxybenzoyl)benzylthio]thieno[2,3-d]pyrimidin-4(3H)-one (255 mg), 1-(2-chloroethyl)piperidine hydrochloride (122 mg) and potassium carbonate (250 mg) in DMF (8 ml) was stirred at 60° C. for 15 hours. This reaction mixture was concentrated, the residue was dissolved in ethyl acetate, and the solution was washed with water and dried. Then, HCl/ethyl acetate was added and the precipitated hydrochloride was collected by filtration and dried to provide the title ... Reactants: CN1C(=NC2=C(C1=O)C(=CS2)C)SCC2=CC=C(C=C2)C(C2=CC=C(C=C2)O)=O (3,5-dimethyl-2-[4-(4-hydroxybenzoyl)benzylthio]thieno[2,3-d]pyrimidin-4(3H)-one), Cl.ClCCN1CCCCC1 (1-(2-chloroethyl)piperidine hydrochloride), C([O-])([O-])=O.[K+].[K+] (potassium carbonate). Product: Cl.CN1C(=NC2=C(C1=O)C(=CS2)C)SCC2=CC=C(C=C2)C(C2=CC=C(C=C2)OCCN2CCCCC2)=O (3,5-Dimethyl-2-[4-[4-(2-piperidinoethoxy)benzoyl]-benzylthio]thieno[2,3-d]pyrimidin-4(3H)-one hydrochloride). The yield is 77.9%. RXN SMILES: [CH3:1][N:2]1[C:7](=[O:8])[C:6]2[C:9]([CH3:12])=[CH:10][S:11][C:5]=2[N:4]=[C:3]1[S:13][CH2:14][C:15]1[CH:20]=[CH:19][C:18]([C:21](=[O:29])[C:22]2[CH:27]=[CH:26][C:25]([OH:28])=[CH:24][CH:23]=2)=[CH:17][CH:16]=1.Cl.[Cl:31][CH2:32][CH2:33][N:34]1[CH2:39][CH2:38][CH2:37][CH2:36][CH2:35]1.C(=O)([O-])[O-].[K+].[K+]>CN(C=O)C>[ClH:31].[CH3:1][N:2]1[C:7](=[O:8])[C:6]2[C:9]([CH3:12])=[CH:10][S:11][C:5]=2[N:4]=[C:3]1[S:13][CH2:14][C:15]1[CH:16]=[CH:17][C:18]([C:21](=[O:29])[C:22]2[CH:23]=[CH:24][C:25]([O:28][CH2:32][CH2:33][N:34]3[CH2:39][CH2:38][CH2:37][CH2:36][CH2:35]3)=[CH:26][CH:27]=2)=[CH:19][CH:20]=1 |f:1.2,3.4.5,7.8|. Solvent: CN(C)C=O (DMF). Reactants: FC1=CC=C(C=C1)[N+](=O)[O-] (4-Fluoronitrobenzene), N1CCOCC1 (morpholine). Solvent: C(C)O (ethanol), C(C)O (ethanol). Yields the product [N+](=O)([O-])C1=C(C=CC=C1)N1CCOCC1 (4-(Nitrophenyl)morpholine). Isolated yield 98.9%. As a reaction SMILES: F[C:2]1[CH:7]=[CH:6][C:5]([N+:8]([O-:10])=[O:9])=[CH:4][CH:3]=1.[NH:11]1[CH2:16][CH2:15][O:14][CH2:13][CH2:12]1>C(O)C>[N+:8]([C:5]1[CH:6]=[CH:7][CH:2]=[CH:3][C:4]=1[N:11]1[CH2:16][CH2:15][O:14][CH2:13][CH2:12]1)([O-:10])=[O:9]. Procedure details: 4-Fluoronitrobenzene (5 g) and morpholine (7.2 g) were dissolved in ethanol (50 ml) and refluxed for 2 hr, before the ethanol was removed in vacuo. The resulting slurry was dissolved in ethyl acetate (30 ml) and washed with water (20 ml), dried over magnesium sulphate (2 g), and the solvent removed in vacuo to yield the title compound as an orange solid (7.3 g). Reactants: CCCC[N+](CCCC)(CCCC)CCCC, C1CCOC1, CCOC(=O)c1ccc(C#C[Si](CC)(CC)CC)c(C)c1, [F-]. Product: C#Cc1ccc(C(=O)OCC)cc1C. Reaction SMILES: [CH2:23]([N+:24]([CH2:25][CH2:26][CH2:27][CH3:28])([CH2:29][CH2:30][CH2:31][CH3:32])[CH2:33][CH2:34][CH2:35][CH3:36])[CH2:37][CH2:38][CH3:39].[CH2:40]1[O:41][CH2:42][CH2:43][CH2:44]1.[CH3:1][c:2]1[cH:3][c:4]([C:5](=[O:6])[O:7][CH2:8][CH3:9])[cH:10][cH:11][c:12]1[C:13]#[C:14][Si:15]([CH2:16][CH3:17])([CH2:18][CH3:19])[CH2:20][CH3:21].[F-:22]>>[CH3:1][c:2]1[cH:3][c:4]([C:5](=[O:6])[O:7][CH2:8][CH3:9])[cH:10][cH:11][c:12]1[C:13]#[CH:14]. Starting materials: CN(CC(CCCBr)c1cccc(Cl)c1)S(=O)(=O)c1ccccc1, CCCC[N+](CCCC)(CCCC)CCCC, CC#N, CCN(C(C)C)C(C)C, Cl, [I-], c1ccc2c(c1)SCC21CCNCC1. The product is CN(CC(CCCN1CCC2(CC1)CSc1ccccc12)c1cccc(Cl)c1)S(=O)(=O)c1ccccc1. RXN SMILES: [Br:25][CH2:26][CH2:27][CH2:28][CH:29]([CH2:30][N:31]([S:32](=[O:33])(=[O:34])[c:35]1[cH:36][cH:37][cH:38][cH:39][cH:40]1)[CH3:41])[c:42]1[cH:43][c:44]([Cl:48])[cH:45][cH:46][cH:47]1.[CH2:53]([N+:54]([CH2:55][CH2:56][CH2:57][CH3:58])([CH2:59][CH2:60][CH2:61][CH3:62])[CH2:63][CH2:64][CH2:65][CH3:66])[CH2:67][CH2:68][CH3:69].[CH3:49][C:50]#[N:51].[CH:16]([N:17]([CH2:18][CH3:19])[CH:20]([CH3:21])[CH3:22])([CH3:23])[CH3:24].[ClH:1].[I-:52].[NH:2]1[CH2:3][CH2:4][C:5]2([c:6]3[c:7]([cH:10][cH:11][cH:12][cH:13]3)[S:8][CH2:9]2)[CH2:14][CH2:15]1>>[N:2]1([CH2:26][CH2:27][CH2:28][CH:29]([CH2:30][N:31]([S:32](=[O:33])(=[O:34])[c:35]2[cH:36][cH:37][cH:38][cH:39][cH:40]2)[CH3:41])[c:42]2[cH:43][c:44]([Cl:48])[cH:45][cH:46][cH:47]2)[CH2:3][CH2:4][C:5]2([c:6]3[c:7]([cH:10][cH:11][cH:12][cH:13]3)[S:8][CH2:9]2)[CH2:14][CH2:15]1. Starting materials: CC=1N=C(C(=NC1C)OC)NC(=O)N1CCN(CC1)C1=CC(=CC(=C1)[N+](=O)[O-])[N+](=O)[O-] (1-[(5,6-Dimethyl-2-methoxypyrazin-3-yl)aminocarbonyl]-4-(3,5-dinitrophenyl)piperazine). Reagents/catalysts: [Pd] (palladium/carbon). The solvent is C(C)O (ethanol). Run at time 4 hour. Yields the product CC=1N=C(C(=NC1C)OC)NC(=O)N1CCN(CC1)C1=CC(=CC(=C1)N)N (1-[(5,6-Dimethyl-2-methoxypyrazin-3-yl)aminocarbonyl]-4-(3,5-diaminophenyl)piperazine). Yield: 45.0%. Reaction SMILES: [CH3:1][C:2]1[N:3]=[C:4]([NH:11][C:12]([N:14]2[CH2:19][CH2:18][N:17]([C:20]3[CH:25]=[C:24]([N+:26]([O-])=O)[CH:23]=[C:22]([N+:29]([O-])=O)[CH:21]=3)[CH2:16][CH2:15]2)=[O:13])[C:5]([O:9][CH3:10])=[N:6][C:7]=1[CH3:8]>C(O)C.[Pd]>[CH3:1][C:2]1[N:3]=[C:4]([NH:11][C:12]([N:14]2[CH2:15][CH2:16][N:17]([C:20]3[CH:25]=[C:24]([NH2:26])[CH:23]=[C:22]([NH2:29])[CH:21]=3)[CH2:18][CH2:19]2)=[O:13])[C:5]([O:9][CH3:10])=[N:6][C:7]=1[CH3:8]. Reported procedure: 1-[(5,6-Dimethyl-2-methoxypyrazin-3-yl)aminocarbonyl]-4-(3,5-dinitrophenyl)piperazine was dissolved in ethanol (30 ml) and thereto 10% palladium/carbon (10 mg) was added. The resulting mixture was hydrogenated for 4 hours, and then filtered to remove the 10% palladium/carbon. The filtrate was concentrated and purified by column chromatography to obtain the titled compound. Starting materials: C(#C)C1(OC2=C(CC1)C(=C(C(=C2C)C)O)C)C (rac-3,4-dihydro-2-ethynyl-2,5,7,8-tetramethyl-2H-1-benzopyran-6-ol), BrC=1C=NC2=CC=CC=C2C1 (3-bromoquinoline). Yields the product CC1(OC2=C(CC1)C(=C(C(=C2C)C)O)C)C#CC=2C=NC1=CC=CC=C1C2 (rac-3,4-Dihydro-2,5,7,8-tetramethyl-2-(3-quinolinylethynyl)-2H-1-benzopyran-6-ol). Reaction SMILES: [C:1]([C:3]1([CH3:17])[CH2:8][CH2:7][C:6]2[C:9]([CH3:16])=[C:10]([OH:15])[C:11]([CH3:14])=[C:12]([CH3:13])[C:5]=2[O:4]1)#[CH:2].Br[C:19]1[CH:20]=[N:21][C:22]2[C:27]([CH:28]=1)=[CH:26][CH:25]=[CH:24][CH:23]=2>>[CH3:17][C:3]1([C:1]#[C:2][C:19]2[CH:20]=[N:21][C:22]3[C:27]([CH:28]=2)=[CH:26][CH:25]=[CH:24][CH:23]=3)[CH2:8][CH2:7][C:6]2[C:9]([CH3:16])=[C:10]([OH:15])[C:11]([CH3:14])=[C:12]([CH3:13])[C:5]=2[O:4]1. Reported procedure: This compound was obtained by reacting rac-3,4-dihydro-2-ethynyl-2,5,7,8-tetramethyl-2H-1-benzopyran-6-ol, 2,3 g (10 mmol), with 3.12 g (15 mmol) of 3-bromoquinoline as described in Example 15. The product was crystallized from methylene chloride/ethanol and was recrystallized from ethyl acetate to yield tan crystals with m.p. 199°-203°. Reactants: BrC1=CC=C(S1)C1=NC(=NC=C1)NC=1C=C(C=O)C=CC1 (3-[4-(5-Bromo-thiophen-2-yl)-pyrimidin-2-ylamino]-benzaldehyde), CN(C1CCNCC1)C (4-dimethylaminopiperidine). The solvent is CC(=O)O (HOAc), CC(=O)N(C)C (DMA). Product: BrC1=CC=C(S1)C1=NC(=NC=C1)NC1=CC(=CC=C1)CN1CCC(CC1)N(C)C ([4-(5-Bromo-thiophen-2-yl)-pyrimidin-2-yl]-[3-(4-dimethylaminopiperidin-1-ylmethyl)-phenyl]-amine). The yield is 7.1%. Reaction SMILES: [Br:1][C:2]1[S:6][C:5]([C:7]2[CH:12]=[CH:11][N:10]=[C:9]([NH:13][C:14]3[CH:15]=[C:16]([CH:19]=[CH:20][CH:21]=3)[CH:17]=O)[N:8]=2)=[CH:4][CH:3]=1.[CH3:22][N:23]([CH3:30])[CH:24]1[CH2:29][CH2:28][NH:27][CH2:26][CH2:25]1>CC(O)=O.CC(N(C)C)=O>[Br:1][C:2]1[S:6][C:5]([C:7]2[CH:12]=[CH:11][N:10]=[C:9]([NH:13][C:14]3[CH:21]=[CH:20][CH:19]=[C:16]([CH2:17][N:27]4[CH2:28][CH2:29][CH:24]([N:23]([CH3:30])[CH3:22])[CH2:25][CH2:26]4)[CH:15]=3)[N:8]=2)=[CH:4][CH:3]=1. Procedure: A solution of 3-[4-(5-Bromo-thiophen-2-yl)-pyrimidin-2-ylamino]-benzaldehyde (25 mg, 0.069 mmol) and 4-dimethylaminopiperidine (13.3 mg, 0.104 mmol) in 25% HOAc in DMA was mixed for 2 h and then treated with MP-CNBH3 (2.5 eq.) for 18 h. The reactions were filtered and purified directly by LCMS to afford title compound (2.3 mg, 7%) for 2 steps. MS: m/z 472 (M+H+). 1H NMR (500 MHz, DMSO-d6) δ 1.37 (br q, J=11 Hz, 2H), 1.70 (br d, J=12 Hz, 2H), 1.94 (br t, J=11 Hz, 2H), 2.04 (br t, 1H), 2.87 (br d,... Product: CC(Cn1ncc2ccc3oc(C(=O)NCCO)cc3c21)NC(=O)OCc1ccccc1. The reactants are CC(Cn1ncc2ccc3oc(C(=O)OCc4ccccc4)cc3c21)NC(=O)OCc1ccccc1, [Cl-], NCCO, [NH4+]. As a reaction SMILES: [CH2:1]([O:2][C:9](=[O:10])[c:11]1[cH:12][c:13]2[c:14]([cH:15][cH:16][c:17]3[cH:18][n:19][n:20]([CH2:22][CH:23]([CH3:24])[NH:25][C:26](=[O:27])[O:28][CH2:29][c:30]4[cH:31][cH:32][cH:33][cH:34][cH:35]4)[c:21]23)[o:36]1)[c:3]1[cH:4][cH:5][cH:6][cH:7][cH:8]1.[Cl-:37].[NH2:39][CH2:40][CH2:41][OH:42].[NH4+:38]>>[C:9](=[O:10])([c:11]1[cH:12][c:13]2[c:14]([cH:15][cH:16][c:17]3[cH:18][n:19][n:20]([CH2:22][CH:23]([CH3:24])[NH:25][C:26](=[O:27])[O:28][CH2:29][c:30]4[cH:31][cH:32][cH:33][cH:34][cH:35]4)[c:21]23)[o:36]1)[NH:39][CH2:40][CH2:41][OH:42]. Reactants: C1CCNC1, COc1cc(C=CC(=O)NC2CCC(C)CC2)ccc1OCCCl. Yields the product COc1cc(C=CC(=O)NC2CCC(C)CC2)ccc1OCCN1CCCC1. RXN SMILES: [CH2:25]1[CH2:26][CH2:27][NH:28][CH2:29]1.[CH3:1][CH:2]1[CH2:3][CH2:4][CH:5]([NH:8][C:9]([CH:10]=[CH:11][c:12]2[cH:13][c:14]([O:22][CH3:23])[c:15]([O:18][CH2:19][CH2:20][Cl:21])[cH:16][cH:17]2)=[O:24])[CH2:6][CH2:7]1>>[CH3:1][CH:2]1[CH2:3][CH2:4][CH:5]([NH:8][C:9]([CH:10]=[CH:11][c:12]2[cH:13][c:14]([O:22][CH3:23])[c:15]([O:18][CH2:19][CH2:20][N:28]3[CH2:27][CH2:26][CH2:25][CH2:29]3)[cH:16][cH:17]2)=[O:24])[CH2:6][CH2:7]1.